Dataset: the Open Reaction Database (ORD), a public repository of structured organic reaction records. Task: describe an organic reaction: reactants, conditions, products, and yield Starting materials: ClCCCCN1N=CC(NC1=O)=O (2-(4-chloro-butyl)-2H-[1,2,4]triazine-3,5-dione), C(C)(C)(C)C1=NC(=CC(=N1)N1CCNCC1)C(F)(F)F (2-tert-butyl-4-piperazin-1-yl-6-trifluoromethyl-pyrimidine), [Br-].[Na+] (sodium bromide), C(C)(C)N(C(C)C)CC (N,N-diisopropylethylamine). Run in CN(C=O)C (dimethylformamide). Reaction conditions: time 48 hour. Yields the product Cl.C(C)(C)(C)C1=NC(=CC(=N1)N1CCN(CC1)CCCCN1N=CC(NC1=O)=O)C(F)(F)F (2-{4-[4-(2-tert-Butyl-6-trifluoromethyl-pyrimidin-4-yl)-piperazin-1-yl]butyl}-2H-[1,2,4]triazine-3,5-dione hydrochloride). Reaction SMILES: [Cl:1][CH2:2][CH2:3][CH2:4][CH2:5][N:6]1[C:11](=[O:12])[NH:10][C:9](=[O:13])[CH:8]=[N:7]1.[C:14]([C:18]1[N:23]=[C:22]([N:24]2[CH2:29][CH2:28][NH:27][CH2:26][CH2:25]2)[CH:21]=[C:20]([C:30]([F:33])([F:32])[F:31])[N:19]=1)([CH3:17])([CH3:16])[CH3:15].[Br-].[Na+].C(N(CC)C(C)C)(C)C>CN(C)C=O>[ClH:1].[C:14]([C:18]1[N:23]=[C:22]([N:24]2[CH2:25][CH2:26][N:27]([CH2:2][CH2:3][CH2:4][CH2:5][N:6]3[C:11](=[O:12])[NH:10][C:9](=[O:13])[CH:8]=[N:7]3)[CH2:28][CH2:29]2)[CH:21]=[C:20]([C:30]([F:31])([F:32])[F:33])[N:19]=1)([CH3:17])([CH3:15])[CH3:16] |f:2.3,6.7|. Reported procedure: 13.4 g of 2-(4-chloro-butyl)-2H-[1,2,4]triazine-3,5-dione (65.8 mmol) and 18.97 g of 2-tert-butyl-4-piperazin-1-yl-6-trifluoromethyl-pyrimidine (65.8 mmol) were dissolved in 400 mL of dimethylformamide. After addition of 33.9 g of sodium bromide (329 mmol) and 115 mL of N,N-diisopropylethylamine (658 mmol), the reaction was stirred for 48 h at room temperature. Then the solvent was removed under reduced pressure and the obtained residue was trituated with 400 mL of ethyl acetate and the obtained... The reactants are C(=S)(N1C(C=CC=C1)=O)N1C(C=CC=C1)=O (1,1′-thiocarbonyldipyridin-2(1H)-one), COC1=NC=C(C=N1)C1=NC=NC(=C1)N (2′-methoxy-4,5′-bipyrimidin-6-amine). Run in ClCCl.CN(C=O)C (dichloromethane N,N-dimethylformamide). Conditions: temperature 60 celsius. The product is N(=C=S)C1=CC(=NC=N1)C=1C=NC(=NC1)OC (6-Isothiocyanato-2′-methoxy-4,5′-bipyrimidine). Reaction SMILES: [C:1](N1C=CC=CC1=O)(N1C=CC=CC1=O)=[S:2].[CH3:17][O:18][C:19]1[N:24]=[CH:23][C:22]([C:25]2[CH:30]=[C:29]([NH2:31])[N:28]=[CH:27][N:26]=2)=[CH:21][N:20]=1>ClCCl.CN(C)C=O>[N:31]([C:29]1[N:28]=[CH:27][N:26]=[C:25]([C:22]2[CH:21]=[N:20][C:19]([O:18][CH3:17])=[N:24][CH:23]=2)[CH:30]=1)=[C:1]=[S:2] |f:2.3|. Procedure details: To a solution of 1,1′-thiocarbonyldipyridin-2(1H)-one (0.832 g, 3.58 mmol) in dichloromethane/N,N-dimethylformamide at room temperature was added 2′-methoxy-4,5′-bipyrimidin-6-amine (0.56 g, 2.76 mmol). The orange mixture was heated at 60° C. for 18 hours. The LC/MS showed the desired product peak as the major peak. The deep orange mixture was purified by silica gel chromatography (0-40% ethyl acetate-hexanes) to afford 4-isothiocyanato-6-methoxypyrimidine (0.1 g, 0.408 mmol, 15% yield) as an or... The product is BrC=1C=NC=C(C(=O)OC)C1 (Methyl 5-bromonicotinate). Procedure details: 5-Bromo-3-hydroxymethylpyridine (3.41 g), imidazole (13.33 g), t-butyldimethylchlorosilane (13.57 g) and N,N-dimethylformamide (63 ml) were treated as reported in J. Am. Chem. Soc., 6190 (1972) to give the title compound (5.605 g) as a yellow oil (yield: quantitative). As a reaction SMILES: [Br:1][C:2]1[CH:3]=[C:4]([CH2:8][OH:9])[CH:5]=[N:6][CH:7]=1.N1C=CN=C1.C([Si](C)(C)Cl)(C)(C)C.CN(C)[CH:25]=[O:26]>>[Br:1][C:2]1[CH:7]=[N:6][CH:5]=[C:4]([CH:3]=1)[C:8]([O:26][CH3:25])=[O:9]. Starting materials: BrC=1C=C(C=NC1)CO (5-Bromo-3-hydroxymethylpyridine), N1C=NC=C1 (imidazole), C(C)(C)(C)[Si](Cl)(C)C (t-butyldimethylchlorosilane), CN(C=O)C (N,N-dimethylformamide). The reactants are CC(C)=O, O=Cc1ccccc1O, O=CO, NC(Cc1ccccc1)C(=O)O, NC(Cc1ccccc1)C(=O)O, O, O, Cc1ccc(C)c(S(=O)(=O)[O-])c1, Cc1ccc(C)c(S(=O)(=O)O)c1. The product is NC(Cc1ccccc1)C(=O)O, Cc1ccc(C)c(S(=O)(=O)[O-])c1. As a reaction SMILES: [CH3:60][C:61](=[O:62])[CH3:63].[CH:37]([c:38]1[c:39]([OH:40])[cH:41][cH:42][cH:43][cH:44]1)=[O:45].[CH:64]([OH:65])=[O:66].[NH2:1][CH:2]([CH2:3][c:4]1[cH:5][cH:6][cH:7][cH:8][cH:9]1)[C:10]([OH:11])=[O:12].[NH2:25][CH:26]([C:27]([OH:28])=[O:29])[CH2:30][c:31]1[cH:32][cH:33][cH:34][cH:35][cH:36]1.[OH2:46].[OH2:47].[c:13]1([CH3:24])[c:14]([S:20](=[O:21])(=[O:22])[O-:23])[cH:15][c:16]([CH3:19])[cH:17][cH:18]1.[c:48]1([CH3:49])[c:50]([S:51]([OH:52])(=[O:53])=[O:54])[cH:55][c:56]([CH3:57])[cH:58][cH:59]1>>[NH2:1][CH:2]([CH2:3][c:4]1[cH:5][cH:6][cH:7][cH:8][cH:9]1)[C:10](=[O:11])[OH:12].[c:13]1([CH3:24])[c:14]([S:20](=[O:21])(=[O:22])[O-:23])[cH:15][c:16]([CH3:19])[cH:17][cH:18]1. Reactants: N1(N=CC=C1)C1=CC=C(CC=2C(=NC3=CC=C(C=C3C2Cl)C(O)(C=2C=NC(=CC2)C(F)(F)F)C2=CN=CN2C)Cl)C=C1 ((3-(4-(1H-pyrazol-1-yl)benzyl)-2,4-dichloroquinolin-6-yl)(1-methyl-1H-imidazol-5-yl)(6-(trifluoromethyl)pyridin-3-yl)methanol), Cl.CNOC (N,O-dimethylhydroxylamine hydrochloride), CN(C=O)C (dimethylformamide). The solvent is C(C)(=O)OCC (ethyl acetate). Reaction conditions: temperature 100 celsius. The product is N1(N=CC=C1)C1=CC=C(CC=2C(=NC3=CC=C(C=C3C2Cl)C(O)(C=2C=NC(=CC2)C(F)(F)F)C2=CN=CN2C)N(C)OC)C=C1 (racemic (3-(4-(1H-pyrazol-1-yl)benzyl)-4-chloro-2-(methoxy(methyl)amino)quinolin-6-yl)(1-methyl-1H-imidazol-5-yl)(6-(trifluoromethyl)pyridin-3-yl)methanol). RXN SMILES: [N:1]1([C:6]2[CH:42]=[CH:41][C:9]([CH2:10][C:11]3[C:12](Cl)=[N:13][C:14]4[C:19]([C:20]=3[Cl:21])=[CH:18][C:17]([C:22]([C:34]3[N:38]([CH3:39])[CH:37]=[N:36][CH:35]=3)([C:24]3[CH:25]=[N:26][C:27]([C:30]([F:33])([F:32])[F:31])=[CH:28][CH:29]=3)[OH:23])=[CH:16][CH:15]=4)=[CH:8][CH:7]=2)[CH:5]=[CH:4][CH:3]=[N:2]1.Cl.[CH3:44][NH:45][O:46][CH3:47].CN(C)C=O>C(OCC)(=O)C>[N:1]1([C:6]2[CH:42]=[CH:41][C:9]([CH2:10][C:11]3[C:12]([N:45]([O:46][CH3:47])[CH3:44])=[N:13][C:14]4[C:19]([C:20]=3[Cl:21])=[CH:18][C:17]([C:22]([C:34]3[N:38]([CH3:39])[CH:37]=[N:36][CH:35]=3)([C:24]3[CH:25]=[N:26][C:27]([C:30]([F:32])([F:31])[F:33])=[CH:28][CH:29]=3)[OH:23])=[CH:16][CH:15]=4)=[CH:8][CH:7]=2)[CH:5]=[CH:4][CH:3]=[N:2]1 |f:1.2|. Reported procedure: To a 5 mL sealed tube was added (3-(4-(1H-pyrazol-1-yl)benzyl)-2,4-dichloroquinolin-6-yl)(1-methyl-1H-imidazol-5-yl)(6-(trifluoromethyl)pyridin-3-yl)methanol (250 mg, 0.41 mmol, 1 equivalent, Example 23, free base), N,O-dimethylhydroxylamine hydrochloride (327 mg, 3.28 mmol, 10 equivalents) and dimethylformamide (2 mL). The reaction vessel was sealed and heated in a 100° C. oil bath. After overnight reaction, the vessel was cooled and contents transferred to a separatory funnel with ethyl acetat... The reactants are CC1=NN(C(=C1)N)C1=NC=CC=C1 (3-methyl-1-(2-pyridinyl)-1H-pyrazol-5-ylamine), ClC1=C(C(=O)O)C=C(C=C1)C(F)(F)F (2-chloro-5-(trifluoromethyl)benzoic acid), C([O-])([O-])=O.[K+].[K+] (potassium carbonate), O (water). The reagents and catalysts are C(C)(=O)[O-].[Cu+2].C(C)(=O)[O-] (copper acetate). Solvent: CN(C=O)C (N,N-dimethylformamide), C(C)(=O)O (acetic acid). Product: CC1=NN(C(=C1)NC1=C(C(=O)O)C=C(C=C1)C(F)(F)F)C1=NC=CC=C1 (2-[[3-Methyl-1-(2-pyridinyl)-1H-pyrazol-5-yl]amino]-5-(trifluoromethyl)benzoic acid). Isolated yield 97.7%. Reaction SMILES: [CH3:1][C:2]1[CH:6]=[C:5]([NH2:7])[N:4]([C:8]2[CH:13]=[CH:12][CH:11]=[CH:10][N:9]=2)[N:3]=1.Cl[C:15]1[CH:23]=[CH:22][C:21]([C:24]([F:27])([F:26])[F:25])=[CH:20][C:16]=1[C:17]([OH:19])=[O:18].C(=O)([O-])[O-].[K+].[K+].O>CN(C)C=O.C([O-])(=O)C.[Cu+2].C([O-])(=O)C.C(O)(=O)C>[CH3:1][C:2]1[CH:6]=[C:5]([NH:7][C:15]2[CH:23]=[CH:22][C:21]([C:24]([F:25])([F:27])[F:26])=[CH:20][C:16]=2[C:17]([OH:19])=[O:18])[N:4]([C:8]2[CH:13]=[CH:12][CH:11]=[CH:10][N:9]=2)[N:3]=1 |f:2.3.4,7.8.9|. Procedure details: A solution of 3-methyl-1-(2-pyridinyl)-1H-pyrazol-5-ylamine (8.71 g, 50.0 mmol), 2-chloro-5-(trifluoromethyl)benzoic acid (12.4 g, 55.0 mmol), copper acetate (II) (1.00 g, 5.50 mmol) and potassium carbonate (7.60 g, 55.0 mmol) in N,N-dimethylformamide (50 mL) was heated under reflux for 1.5 hours under an argon atmosphere. The solution was cooled to room temperature, and poured into water. The solution was made acidic by the addition of acetic acid, and the resulting crude crystals were collecte... Starting materials: CCc1ncnc(NCC(C)Oc2ccc(C)cc2C)c1Br, O=C(OCCl)c1ccccc1, CC(C)=O, [I-], [Na+]. Yields the product CCc1c(Br)c(NCC(C)Oc2ccc(C)cc2C)nc[n+]1COC(=O)c1ccccc1, [I-]. RXN SMILES: [Br:1][c:2]1[c:3]([NH:10][CH2:11][CH:12]([CH3:13])[O:14][c:15]2[c:16]([CH3:22])[cH:17][c:18]([CH3:21])[cH:19][cH:20]2)[n:4][cH:5][n:6][c:7]1[CH2:8][CH3:9].[C:23]([c:24]1[cH:25][cH:26][cH:27][cH:28][cH:29]1)(=[O:30])[O:31][CH2:32][Cl:33].[CH3:36][C:37](=[O:38])[CH3:39].[I-:35].[Na+:34]>>[Br:1][c:2]1[c:3]([NH:10][CH2:11][CH:12]([CH3:13])[O:14][c:15]2[c:16]([CH3:22])[cH:17][c:18]([CH3:21])[cH:19][cH:20]2)[n:4][cH:5][n+:6]([CH2:32][O:31][C:23]([c:24]2[cH:25][cH:26][cH:27][cH:28][cH:29]2)=[O:30])[c:7]1[CH2:8][CH3:9].[I-:35]. The reactants are CC1=NOC(=C1C)N(S(=O)(=O)C1=C(C=CC=C1)C1=C(C=C(C=C1)C=1OC=CN1)CCN(C(CC1=CC=CC=C1)=O)C)COCCOC (N-[2-[2'-[[(3,4-Dimethyl-5-isoxazolyl)[(2-methoxyethoxy)methyl]amino]sulfonyl]-4-(2-oxazolyl)[1,1'-biphenyl]-2-yl]ethyl]-N-methylbenzeneacetamide), [Si](C)(C)(C)Cl (Me3SiCl), O (H2O), [Si](C)(C)(C)Cl (Me3SiCl), [Na+].[I-] (NaI), [Na+].[I-] (NaI). Solvent: CC#N (CH3CN), CCOC(=O)C (EtOAc). Run at time 0.5 hour. Yields the product CC1=NOC(=C1C)NS(=O)(=O)C1=C(C=CC=C1)C1=C(C=C(C=C1)C=1OC=CN1)CCN(C(CC1=CC=CC=C1)=O)C (N-[[2'-[[(3,4-Dimethyl-5-isoxazolyl)amino]sulfonyl]-4-(2-oxazolyl)[1,1'-biphenyl]-2-yl]ethyl]-N-methylbenzeneacetamide). Reaction SMILES: [CH3:1][C:2]1[C:6]([CH3:7])=[C:5]([N:8](COCCOC)[S:9]([C:12]2[CH:17]=[CH:16][CH:15]=[CH:14][C:13]=2[C:18]2[CH:23]=[CH:22][C:21]([C:24]3[O:25][CH:26]=[CH:27][N:28]=3)=[CH:20][C:19]=2[CH2:29][CH2:30][N:31]([CH3:41])[C:32](=[O:40])[CH2:33][C:34]2[CH:39]=[CH:38][CH:37]=[CH:36][CH:35]=2)(=[O:11])=[O:10])[O:4][N:3]=1.[Si](Cl)(C)(C)C.[Na+].[I-].O>CC#N.CCOC(C)=O>[CH3:1][C:2]1[C:6]([CH3:7])=[C:5]([NH:8][S:9]([C:12]2[CH:17]=[CH:16][CH:15]=[CH:14][C:13]=2[C:18]2[CH:23]=[CH:22][C:21]([C:24]3[O:25][CH:26]=[CH:27][N:28]=3)=[CH:20][C:19]=2[CH2:29][CH2:30][N:31]([CH3:41])[C:32](=[O:40])[CH2:33][C:34]2[CH:39]=[CH:38][CH:37]=[CH:36][CH:35]=2)(=[O:10])=[O:11])[O:4][N:3]=1 |f:2.3|. Reported procedure: To a solution of the title compound of Step (B) in 1.5 ml of CH3CN, Me3SiCl (34 mg, 0.32 mmol) was added and followed by NaI (48 mg, 0.32 mmol). The mixture was stirred at room temperature for 0.5 hr. Additional Me3SiCl (46 mg, 0.42 mmol) and NaI (63 mg, 0.42 mmol) were added in three portions and the reaction mixture was stirred for additional 1 hr and 45 min. The mixture was then added to 2 ml H2O and 20 ml EtOAc. The organic layer was washed with 1 ml sat. Na2 S2O3, brine, dried and concentra...